Dataset: the Open Reaction Database (ORD), a public repository of structured organic reaction records. Task: describe an organic reaction: reactants, conditions, products, and yield The reactants are C1(=CC=CC=C1)C(C(=O)OC)(C)C1=CC=CC=C1 (methyl 2,2-diphenylpropionate), [C@@]12(C=CC[C@H](CC1)N2C)O (tropenol), [Na] (sodium), O (water), [Na] (sodium). Solvent: C(C)#N (acetonitrile). The product is C1(=CC=CC=C1)C(C(=O)O[C@]12C=CC[C@H](CC1)N2C)(C)C2=CC=CC=C2 (tropenol 2,2-diphenylpropionate). RXN SMILES: [C:1]1([C:7]([C:13]2[CH:18]=[CH:17][CH:16]=[CH:15][CH:14]=2)([CH3:12])[C:8]([O:10][CH3:11])=[O:9])[CH:6]=[CH:5][CH:4]=[CH:3][CH:2]=1.[C@@:19]12(O)[N:26](C)[C@@H:23]([CH2:24][CH2:25]1)[CH2:22][CH:21]=[CH:20]2.[Na].O>C(#N)C>[C:1]1([C:7]([C:13]2[CH:18]=[CH:17][CH:16]=[CH:15][CH:14]=2)([CH3:12])[C:8]([O:10][C@@:11]23[N:26]([CH3:19])[C@@H:23]([CH2:24][CH2:25]2)[CH2:22][CH:21]=[CH:20]3)=[O:9])[CH:2]=[CH:3][CH:4]=[CH:5][CH:6]=1 |^1:28|. Procedure: 4.80 g (0.02 mol) of methyl 2,2-diphenylpropionate 3b, 2.78 g (0.02 mol) of tropenol, and 0.046 g of sodium are heated as a melt at 75 mbar for 4 hours over a bath of boiling water, shaking from time to time. After cooling, the sodium residues are dissolved with acetonitrile, the solution is evaporated to dryness, and the residue extracted with dichloromethane/water. The organic phase is washed with water, dried over MgSO4, and evaporated to dryness. From the residue, 4c is precipitated as the h... Starting materials: COC(\C=C\C=1C(=C2C(=CN(C2=C(C1)F)CC)CC(=O)NC)OC)=O ((E)-methyl3-(7-fluoro-4-methoxy-1-ethyl-3-(2-(methylamino)-2-oxoethyl)-1H-indol-5-yl)acrylate), CO (MeOH). Reagents/catalysts: [Pd] (Pd/C). The product is CN(C(CC1=CN(C2=C(C=C(C(=C12)OC)CCC(=O)OC)F)CC)=O)C (methyl 3-(3-(2-(dimethylamino)-2-oxoethyl)-7-fluoro-4-methoxy-1-ethyl-1H-indol-5-yl)propanoate). Yield: 74.0%. RXN SMILES: [CH3:1][O:2][C:3](=[O:25])/[CH:4]=[CH:5]/[C:6]1[C:7]([O:23][CH3:24])=[C:8]2[C:12](=[C:13]([F:15])[CH:14]=1)[N:11]([CH2:16][CH3:17])[CH:10]=[C:9]2[CH2:18][C:19]([NH:21][CH3:22])=[O:20].[CH3:26]O>[Pd]>[CH3:22][N:21]([CH3:26])[C:19](=[O:20])[CH2:18][C:9]1[C:8]2[C:12](=[C:13]([F:15])[CH:14]=[C:6]([CH2:5][CH2:4][C:3]([O:2][CH3:1])=[O:25])[C:7]=2[O:23][CH3:24])[N:11]([CH2:16][CH3:17])[CH:10]=1. Procedure details: To a solution of 27-1 (200 mg, 0.57 mmol) in 20 mL of MeOH was added 0.1 g of Pd/C (10%). The mixture was stirred over night under H2 atmosphere at room temperature. The mixture was filtered and the filtrate was to afford 27-2 (150 mg, 0.42 mmol, 74%) as a white solid. LRMS: calc 364.1 and found: 365.1 [MH]+.